Task: describe an organic reaction: reactants, conditions, products, and yield. Dataset: the Open Reaction Database (ORD), a public repository of structured organic reaction records Starting materials: COC(=O)Cl, CC(C)C(N)C(=O)O, [Na+], O=C([O-])O, O. Yields the product COC(=O)NC(C(=O)O)C(C)C. Reaction SMILES: [CH3:14][O:15][C:16](=[O:17])[Cl:18].[CH3:1][CH:2]([CH3:3])[CH:4]([NH2:5])[C:6]([OH:7])=[O:8].[Na+:13].[O-:9][C:10]([OH:11])=[O:12].[OH2:19]>>[CH3:1][CH:2]([CH3:3])[CH:4]([NH:5][C:16]([O:15][CH3:14])=[O:17])[C:6]([OH:7])=[O:8]. Starting materials: CC(C)(C)OC(=O)N1CCCC1C(=O)O (Boc-Pro-OH), FC(F)(F)c1ccc(Br)nc1 (2-bromo,5-trifluoromethylpyridine). Reagents/catalysts: [Cs+].[Cs+].[O-]C([O-])=O (CsCO3), CC(C)(C)C1=CC(=NC=C1)C2=NC=CC(=C2)C(C)(C)C (4,4-di-tert-butyl-2,2-bipyridyl), COCCOC.Cl[Ni]Cl (NiCl2-glyme), CC(C)(C)C1=CC2=N(->[Ir+]34(<-N5=CC(C(F)(F)F)=CC=C5C5=C(F)C=C(F)C=C53)(<-N3=CC(C(F)(F)F)=CC=C3C3=C(F)C=C(F)C=C34)<-N3=C2C=C(C(C)(C)C)C=C3)C=C1.F[P-](F)(F)(F)(F)F (Ir[dF(CF3)ppy]2(dtbbpy)PF6). Solvent: CN(C)C=O (DMF). Conditions: temperature 23 celsius, time 72 hour. Yields the product CC(C)(C)OC(=O)N1CCCC1c1ccc(C(F)(F)F)cn1. Isolated yield 60.0%. Procedure: Prior to irradiation, the reaction mixture was degassed by bubbling argon for 20 minutes The reactants are FC1=C(C=C(C=C1)F)NC1=C(C=NC=2N1N=CC2S(=O)(=O)N)C(=O)N2CCC(CC2)C2=CC=C(C=C2)F (7-(2,5-difluorophenylamino)-6-[4-(4-fluorophenyl)piperidine-1-carbonyl]pyrazolo[1,5-a]pyrimidine-3-sulfonamide), C(CC)(=O)O (propionic acid). Yields the product FC1=C(C=C(C=C1)F)NC1=C(C=NC=2N1N=CC2S(=O)(=O)NC(CC)=O)C(=O)N2CCC(CC2)C2=CC=C(C=C2)F (N-{7-(2,5-difluorophenylamino)-6-[4-(4-fluorophenyl)piperidine-1-carbonyl]pyrazolo[1,5-a]pyrimidin-3-ylsulfonyl}propionamide). The yield is 87.1%. As a reaction SMILES: [F:1][C:2]1[CH:7]=[CH:6][C:5]([F:8])=[CH:4][C:3]=1[NH:9][C:10]1[N:15]2[N:16]=[CH:17][C:18]([S:19]([NH2:22])(=[O:21])=[O:20])=[C:14]2[N:13]=[CH:12][C:11]=1[C:23]([N:25]1[CH2:30][CH2:29][CH:28]([C:31]2[CH:36]=[CH:35][C:34]([F:37])=[CH:33][CH:32]=2)[CH2:27][CH2:26]1)=[O:24].[C:38](O)(=[O:41])[CH2:39][CH3:40]>>[F:1][C:2]1[CH:7]=[CH:6][C:5]([F:8])=[CH:4][C:3]=1[NH:9][C:10]1[N:15]2[N:16]=[CH:17][C:18]([S:19]([NH:22][C:38](=[O:41])[CH2:39][CH3:40])(=[O:21])=[O:20])=[C:14]2[N:13]=[CH:12][C:11]=1[C:23]([N:25]1[CH2:30][CH2:29][CH:28]([C:31]2[CH:32]=[CH:33][C:34]([F:37])=[CH:35][CH:36]=2)[CH2:27][CH2:26]1)=[O:24]. Procedure details: Using 7-(2,5-difluorophenylamino)-6-[4-(4-fluorophenyl)piperidine-1-carbonyl]pyrazolo[1,5-a]pyrimidine-3-sulfonamide (0.050 g, 0.094 mmol) obtained in Example 35 step 5 and propionic acid (0.035 mL, 0.471 mmol) instead of cyclopropanecarboxylic acid, and in the same manner as in Example 1 step 6, the title compound (0.048 g, 86%) was obtained. Starting materials: BrC=1C(=CC(=[N+](C1)[O-])C)[N+](=O)[O-] (5-Bromo-2-methyl-4-nitropyridine oxide), Cl (HCl). Yields the product BrC=1C(=CC(=[N+](C1)[O-])C)Cl (5-bromo-4-chloro-2-methylpyridine oxide). As a reaction SMILES: [Br:1][C:2]1[C:3]([N+]([O-])=O)=[CH:4][C:5]([CH3:9])=[N+:6]([O-:8])[CH:7]=1.[ClH:13]>>[Br:1][C:2]1[C:3]([Cl:13])=[CH:4][C:5]([CH3:9])=[N+:6]([O-:8])[CH:7]=1. Procedure: 5-Bromo-2-methyl-4-nitropyridine oxide (7.0 g, 30 mmol) was refluxed in conc. HCl (80 mL) for 16 hrs. The mixture was allowed to cool to room temperature, partially concentrated and then neutralized by NaOH (10N) to pH 7. The crude was partitioned between CHCl3 and water. The organic solution was separated, dried and concentrated to yield 5-bromo-4-chloro-2-methylpyridine oxide as a white solid (6.71 g). MS [M+H]+: 223.7; tR=1.91 min. (method 1).